Dataset: the Open Reaction Database (ORD), a public repository of structured organic reaction records. Task: describe an organic reaction: reactants, conditions, products, and yield The reactants are C=CCN1CCCC1=O, CO[SiH](OC)OC, CC(C)O. Product: CO[Si](CCCN1CCCC1=O)(OC)OC. Reaction SMILES: [CH2:1]([CH:2]=[CH2:3])[N:4]1[C:5](=[O:9])[CH2:6][CH2:7][CH2:8]1.[CH3:10][O:11][SiH:12]([O:13][CH3:14])[O:15][CH3:16].[CH:17]([OH:18])([CH3:19])[CH3:20]>>[CH2:1]([CH2:2][CH2:3][Si:12]([O:11][CH3:10])([O:13][CH3:14])[O:15][CH3:16])[N:4]1[C:5](=[O:9])[CH2:6][CH2:7][CH2:8]1. Reactants: C(C)OCN1C=NC=2N(C(NC(C12)=O)=O)C (7-ethoxymethyl-3-methylxanthine), C(C)I (ethyl iodide), C([O-])([O-])=O.[K+].[K+] (potassium carbonate). The solvent is CN(C)C=O (DMF). Run at temperature 70 celsius, time 5 hour. Yields the product C(C)OCN1C=NC=2N(C(N(C(C12)=O)CC)=O)C (7-Ethoxymethyl-1-ethyl-3-methylxanthine). RXN SMILES: [CH2:1]([O:3][CH2:4][N:5]1[C:13]2[C:12](=[O:14])[NH:11][C:10](=[O:15])[N:9]([CH3:16])[C:8]=2[N:7]=[CH:6]1)[CH3:2].[CH2:17](I)[CH3:18].C(=O)([O-])[O-].[K+].[K+]>CN(C=O)C>[CH2:1]([O:3][CH2:4][N:5]1[C:13]2[C:12](=[O:14])[N:11]([CH2:17][CH3:18])[C:10](=[O:15])[N:9]([CH3:16])[C:8]=2[N:7]=[CH:6]1)[CH3:2] |f:2.3.4|. Procedure: 30 g (0.134 mol) of 7-ethoxymethyl-3-methylxanthine were suspended in 500 ml of absolute DMF with 25 g (0.161 mol) of ethyl iodide and 22.2 g (0.161 mol) of potassium carbonate and the mixture was stirred at 70° C. for 5 hours. The solution was filtered and the residue which remained was crystallized in diisopropyl ether. 28.7 g (85% of theory) of the title substance were obtained and employed without purification in Example 4b). Reactants: ClCCCCC(C1=CC=C(C=C1)OCC(F)(F)F)C1=NC(=NN1)NC1=C(C=C(C(=C1)OC)N1N=C(N=C1)C)F (5-(5-chloro-1-(4-(2,2,2-trifluoroethoxy)phenyl)pentyl)-N-(2-fluoro-5-methoxy-4-(3-methyl-1H-1,2,4-triazol-1-yl)phenyl)-1H-1,2,4-triazol-3-amine), [I-].[Na+] (sodium iodide). The solvent is CC(=O)C (acetone). Product: FC1=C(C=C(C(=C1)N1N=C(N=C1)C)OC)NC1=NN2C(C(CCCC2)C2=CC=C(C=C2)OCC(F)(F)F)=N1 (N-(2-fluoro-5-methoxy-4-(3-methyl-1H-1,2,4-triazol-1-yl)phenyl)-9-(4-(2,2,2-trifluoroethoxy)phenyl)-6,7,8,9-tetrahydro-5H-[1,2,4]triazolo[1,5-a]azepin-2-amine). The yield is 25.2%. Reaction SMILES: Cl[CH2:2][CH2:3][CH2:4][CH2:5][CH:6]([C:19]1[NH:23][N:22]=[C:21]([NH:24][C:25]2[CH:30]=[C:29]([O:31][CH3:32])[C:28]([N:33]3[CH:37]=[N:36][C:35]([CH3:38])=[N:34]3)=[CH:27][C:26]=2[F:39])[N:20]=1)[C:7]1[CH:12]=[CH:11][C:10]([O:13][CH2:14][C:15]([F:18])([F:17])[F:16])=[CH:9][CH:8]=1.[I-].[Na+]>CC(C)=O>[F:39][C:26]1[CH:27]=[C:28]([N:33]2[CH:37]=[N:36][C:35]([CH3:38])=[N:34]2)[C:29]([O:31][CH3:32])=[CH:30][C:25]=1[NH:24][C:21]1[N:20]=[C:19]2[CH:6]([C:7]3[CH:12]=[CH:11][C:10]([O:13][CH2:14][C:15]([F:18])([F:17])[F:16])=[CH:9][CH:8]=3)[CH2:5][CH2:4][CH2:3][CH2:2][N:23]2[N:22]=1 |f:1.2|. Procedure details: A solution of 5-(5-chloro-1-(4-(2,2,2-trifluoroethoxy)phenyl)pentyl)-N-(2-fluoro-5-methoxy-4-(3-methyl-1H-1,2,4-triazol-1-yl)phenyl)-1H-1,2,4-triazol-3-amine (2.01 g, 3.54 mmol), sodium iodide (2.65 g, 17.7 mmol), and diisoproplylethylamine (1.55 mL, 8.85 mmol) in acetone (10 mL) was heated in a sealed vessel at 100° C. for 4 h. The reaction was concentrated in vacuo. The crude product was purified using silica gel column chromatography (50% EtOAc/chloroform) to afford 474 mg (25% yield) of the ... Starting materials: CC(CC(O[SiH](C)C)C(=O)O)C1CC=C2C3=C(CCC21C)C1(C)CCC(C(C)(C)C)C(C)(C)C1CC3, CN1CCOCC1, CO, ClCCl, Nc1ccccc1. Yields the product CC(CC(O[SiH](C)C)C(=O)Nc1ccccc1)C1CC=C2C3=C(CCC21C)C1(C)CCC(C(C)(C)C)C(C)(C)C1CC3. Reaction SMILES: [C:1]([CH3:2])([CH3:3])([CH3:4])[CH:5]1[C:6]([CH3:35])([CH3:36])[CH:7]2[CH2:8][CH2:9][C:10]3=[C:29]([CH2:28][CH2:27][C:26]4([CH3:34])[C:11]3=[CH:12][CH2:13][CH:14]4[CH:15]([CH2:16][CH:17]([C:18](=[O:19])[OH:20])[O:21][SiH:22]([CH3:23])[CH3:24])[CH3:25])[C:30]2([CH3:33])[CH2:31][CH2:32]1.[CH3:37][N:38]1[CH2:39][CH2:40][O:41][CH2:42][CH2:43]1.[CH3:51][OH:52].[Cl:53][CH2:54][Cl:55].[NH2:44][c:45]1[cH:46][cH:47][cH:48][cH:49][cH:50]1>>[C:1]([CH3:2])([CH3:3])([CH3:4])[CH:5]1[C:6]([CH3:35])([CH3:36])[CH:7]2[CH2:8][CH2:9][C:10]3=[C:29]([CH2:28][CH2:27][C:26]4([CH3:34])[C:11]3=[CH:12][CH2:13][CH:14]4[CH:15]([CH2:16][CH:17]([C:18](=[O:19])[NH:44][c:45]3[cH:46][cH:47][cH:48][cH:49][cH:50]3)[O:21][SiH:22]([CH3:23])[CH3:24])[CH3:25])[C:30]2([CH3:33])[CH2:31][CH2:32]1. Starting materials: C1(CC1)CC=1C(=C(C(=O)NC)C=CC1O)O (3-(Cyclopropylmethyl)-2,4-dihydroxy-N-methylbenzamide), ICCCOC1=C(C2=C(CCC(O2)C(=O)OC)C=C1)CC=C (methyl 3,4-dihydro-7-(3-iodopropoxy)-8-(2-propenyl)-2H-1-benzopyran-2carboxylate), C([O-])([O-])=O.[K+].[K+] (potassium carbonate). Run in CN(C)C=O (DMF). Run at time 8 hour. The product is C1(CC1)CC1=C(OCCCOC2=C(C3=C(CCC(O3)C(=O)OC)C=C2)CCC)C=CC(=C1O)C(=O)NC (Methyl 7-[3-[2-(cyclopropylmethyl)-3-hydroxy-4-[(methylamino)carbonyl]phenoxy]propoxy]-3,4-dihydro-8-propyl-2H-1-benzopyran-2-carboxylate). RXN SMILES: [CH:1]1([CH2:4][C:5]2[C:6]([OH:16])=[C:7]([CH:12]=[CH:13][C:14]=2[OH:15])[C:8]([NH:10][CH3:11])=[O:9])[CH2:3][CH2:2]1.I[CH2:18][CH2:19][CH2:20][O:21][C:22]1[CH:35]=[CH:34][C:25]2[CH2:26][CH2:27][CH:28]([C:30]([O:32][CH3:33])=[O:31])[O:29][C:24]=2[C:23]=1[CH2:36][CH:37]=[CH2:38].C(=O)([O-])[O-].[K+].[K+]>CN(C=O)C>[CH:1]1([CH2:4][C:5]2[C:6]([OH:16])=[C:7]([C:8]([NH:10][CH3:11])=[O:9])[CH:12]=[CH:13][C:14]=2[O:15][CH2:18][CH2:19][CH2:20][O:21][C:22]2[CH:35]=[CH:34][C:25]3[CH2:26][CH2:27][CH:28]([C:30]([O:32][CH3:33])=[O:31])[O:29][C:24]=3[C:23]=2[CH2:36][CH2:37][CH3:38])[CH2:2][CH2:3]1 |f:2.3.4|. Procedure: The compound of Example 16 (50 mg, 0.226 mmol), methyl 3,4-dihydro-7-(3-iodopropoxy)-8-(2-propenyl)-2H-1-benzopyran-2carboxylate (95 mg, 0.226 mmol), and potassium carbonate (78 mg, 0.565 mmol) were added to 10 ml of DMF, and the reaction mixture was stirred at room temperature overnight. The reaction mixture was washed with water and extracted with ethyl acetate then dried over magnesium sulfate and concentrated in vacuo to give the crude product. Chromatography of the crude product on silica g... The reactants are CSC1=C(C=C(C(=C1)C(C)C)Br)C(C)C (4-bromo-2,5-diisopropylphenyl methyl sulfide), cuprous cyanide, O (water), N (ammonia), CN1C(CCC1)=O (N-methylpyrrolidone). The product is CSC1=C(C=C(C(=C1)C(C)C)C#N)C(C)C (4-Cyano-2,5-diisopropylphenyl methyl sulfide), 4-cyano-2,5-diisopropyl methyl sulfide. As a reaction SMILES: [CH3:1][S:2][C:3]1[CH:8]=[C:7]([CH:9]([CH3:11])[CH3:10])[C:6](Br)=[CH:5][C:4]=1[CH:13]([CH3:15])[CH3:14].O.N.[CH3:18][N:19]1CCCC1=O>>[CH3:1][S:2][C:3]1[CH:8]=[C:7]([CH:9]([CH3:11])[CH3:10])[C:6]([C:18]#[N:19])=[CH:5][C:4]=1[CH:13]([CH3:15])[CH3:14]. Procedure: 4-Cyano-2,5-diisopropylphenyl methyl sulfide was prepared as follows: A mixture of 20.4 g of 4-bromo-2,5-diisopropylphenyl methyl sulfide prepared as in Example 1C and 8.9 g of cuprous cyanide was heated at reflux in 100 ml of N-methylpyrrolidone under nitrogen for 2 hours. After cooling to ambient temperature, the reaction mixture was poured into a mixture of 200 ml of water and 100 ml of concentrated aqueous ammonia. The product was filtered and extracted into ether. The extract was washed wit... Reactants: C1(=CC=CC=C1)C (toluene), ClC1=CC(=C(C=C1OC1CCCC1)NC(OCC)=O)F (Ethyl N-(4-chloro-5-cyclopentyloxy-2-fluorophenyl)carbamate), OC(C(=O)OCC(C)C)C(=C)C (isobutyl 2-hydroxy-3-methyl-3-butenoate), Cl (hydrochloric acid). Reagents/catalysts: [Cl-].C(CCC)[N+](CCCC)(CCCC)CCCC (tetrabutylammonium chloride). Conditions: time 9 hour. Yields the product ClC1=CC(=C(C=C1OC1CCCC1)N1C(OC(C1=O)=C(C)C)=O)F (3-(4-chloro-5-cyclopentyloxy-2-fluorophenyl)-5-isopropylidene-1,3-oxazolidine-2,4-dione). The yield is 37.8%. As a reaction SMILES: [Cl:1][C:2]1[C:7]([O:8][CH:9]2[CH2:13][CH2:12][CH2:11][CH2:10]2)=[CH:6][C:5]([NH:14][C:15](=[O:19])[O:16][CH2:17][CH3:18])=[C:4]([F:20])[CH:3]=1.[OH:21]C(C(C)=C)C(OCC(C)C)=O.Cl.[C:34]1([CH3:40])C=CC=C[CH:35]=1>[Cl-].C([N+](CCCC)(CCCC)CCCC)CCC>[Cl:1][C:2]1[C:7]([O:8][CH:9]2[CH2:10][CH2:11][CH2:12][CH2:13]2)=[CH:6][C:5]([N:14]2[C:18](=[O:21])[C:17](=[C:34]([CH3:40])[CH3:35])[O:16][C:15]2=[O:19])=[C:4]([F:20])[CH:3]=1 |f:4.5|. Reported procedure: Ethyl N-(4-chloro-5-cyclopentyloxy-2-fluorophenyl)carbamate (3.01 g, 10 mmol), isobutyl 2-hydroxy-3-methyl-3-butenoate (4.22 g, 24.5 mmol) and tetrabutylammonium chloride (278 mg, 1.0 mmol) were introduced into a flask (25 cc) equipped with a distillation unit, and the reaction was conducted at 200° C. for 9 hours. After the reaction solution was cooled to room temperature, toluene (20 mL) was added, and then the reaction solution was washed with water (20 mL), then 1N sodium hydroxide (20 mL) a... The reactants are BrC=1C=C2C=CC(=C(C2=CC1)CN1C2=C(N([C@H]([C@@H](C1=O)NC([C@H](C)N(C(OC(C)(C)C)=O)C)=O)C)C(CS(=O)(=O)C)=O)C=CC=C2)OC (tert-butyl(S)-1-((3S,4S)-1-((6-bromo-2-methoxynaphthalen-1-yl)methyl)-4-methyl-5-(2-(methylsulfonyl)acetyl)-2-oxo-2,3,4,5-tetrahydro-1H-benzo[b][1,4]diazepin-3-ylamino)-1-oxopropan-2-yl(methyl)carbamate), Cl (HCl). Run in CO (MeOH), CCOCC (Et2O). Reaction conditions: time 2 hour. The product is Cl.BrC=1C=C2C=CC(=C(C2=CC1)CN1C2=C(N([C@H]([C@@H](C1=O)NC([C@H](C)NC)=O)C)C(CS(=O)(=O)C)=O)C=CC=C2)OC ((S)-N-((3S,4S)-1-((6-bromo-2-methoxynaphthalen-1-yl)methyl)-4-methyl-5-(2-(methylsulfonyl)acetyl)-2-oxo-2,3,4,5-tetrahydro-1H-benzo[b][1,4]diazepin-3-yl)-2-(methylamino)propanamide hydrochloride). The yield is 90.0%. As a reaction SMILES: [Br:1][C:2]1[CH:3]=[C:4]2[C:9](=[CH:10][CH:11]=1)[C:8]([CH2:12][N:13]1[C:19](=[O:20])[C@@H:18]([NH:21][C:22](=[O:34])[C@@H:23]([N:25](C)[C:26](=O)OC(C)(C)C)[CH3:24])[C@H:17]([CH3:35])[N:16]([C:36](=[O:42])[CH2:37][S:38]([CH3:41])(=[O:40])=[O:39])[C:15]3[CH:43]=[CH:44][CH:45]=[CH:46][C:14]1=3)=[C:7]([O:47][CH3:48])[CH:6]=[CH:5]2.[ClH:49]>CO.CCOCC>[ClH:49].[Br:1][C:2]1[CH:3]=[C:4]2[C:9](=[CH:10][CH:11]=1)[C:8]([CH2:12][N:13]1[C:19](=[O:20])[C@@H:18]([NH:21][C:22](=[O:34])[C@@H:23]([NH:25][CH3:26])[CH3:24])[C@H:17]([CH3:35])[N:16]([C:36](=[O:42])[CH2:37][S:38]([CH3:41])(=[O:40])=[O:39])[C:15]3[CH:43]=[CH:44][CH:45]=[CH:46][C:14]1=3)=[C:7]([O:47][CH3:48])[CH:6]=[CH:5]2 |f:4.5|. Procedure: To a rt solution of tert-butyl(S)-1-((3S,4S)-1-((6-bromo-2-methoxynaphthalen-1-yl)methyl)-4-methyl-5-(2-(methylsulfonyl)acetyl)-2-oxo-2,3,4,5-tetrahydro-1H-benzo[b][1,4]diazepin-3-ylamino)-1-oxopropan-2-yl(methyl)carbamate (80 mg, 107 μmol) in MeOH (107 μl) was added 2 M HCl in Et2O (429 μl). The reaction was stirred at rt for 2 h then concentrated, taken up in H2O, and lyophilized to provide (S)-N-((3S,4S)-1-((6-bromo-2-methoxynaphthalen-1-yl)methyl)-4-methyl-5-(2-(methylsulfonyl)acetyl)-2-oxo-...